From a dataset of the Open Reaction Database (ORD), a public repository of structured organic reaction records. describe an organic reaction: reactants, conditions, products, and yield The reactants are C[C@](C(=O)NOC1OCCCC1)(CCN1C(C=C(C=C1)C1=CC=C(C=C1)OC[C@@H]1CC[C@H](CC1)OC1OCCCC1)=O)S(=O)(=O)C ((2R)-2-methyl-2-(methylsulfonyl)-4-[2-oxo-4-(4-{[trans-4-(tetrahydro-2H-pyran-2-yloxy)cyclohexyl]methoxy}phenyl)pyridin-1 (2H)-yl]-N-(tetrahydro-2H-pyran-2-yloxy)butanamide), ONC([C@@](CCN1C(C=C(C=C1)C1=CC=C(C=C1)OC[C@@H]1CC[C@@H](CC1)O)=O)(S(=O)(=O)C)C)=O ((2R)—N-hydroxy-4-[4-{4-[(cis-4-hydroxycyclohexyl)methoxy]phenyl}-2-oxopyridin-1(2H)-yl]-2-methyl-2-(methylsulfonyl)butanamide). The product is ONC([C@@](CCN1C(C=C(C=C1)C1=CC=C(C=C1)OC[C@@H]1CC[C@H](CC1)O)=O)(S(=O)(=O)C)C)=O ((2R)—N-hydroxy-4-[4-{4-[(trans-4-hydroxycyclohexyl)methoxy]phenyl}-2-oxopyridin-1(2H)-yl]-2-methyl-2-(methylsulfonyl)butanamide). The yield is 83.9%. As a reaction SMILES: [CH3:1][C@@:2]([S:43]([CH3:46])(=[O:45])=[O:44])([CH2:13][CH2:14][N:15]1[CH:20]=[CH:19][C:18]([C:21]2[CH:26]=[CH:25][C:24]([O:27][CH2:28][C@H:29]3[CH2:34][CH2:33][C@H:32]([O:35]C4CCCCO4)[CH2:31][CH2:30]3)=[CH:23][CH:22]=2)=[CH:17][C:16]1=[O:42])[C:3]([NH:5][O:6]C1CCCCO1)=[O:4].ONC(=O)[C@](C)(S(C)(=O)=O)CCN1C=CC(C2C=CC(OC[C@H]3CC[C@@H](O)CC3)=CC=2)=CC1=O>>[OH:6][NH:5][C:3](=[O:4])[C@:2]([CH3:1])([S:43]([CH3:46])(=[O:45])=[O:44])[CH2:13][CH2:14][N:15]1[CH:20]=[CH:19][C:18]([C:21]2[CH:26]=[CH:25][C:24]([O:27][CH2:28][C@H:29]3[CH2:30][CH2:31][C@H:32]([OH:35])[CH2:33][CH2:34]3)=[CH:23][CH:22]=2)=[CH:17][C:16]1=[O:42]. Reported procedure: The title compound (300 mg, 83%) was prepared from (2R)-2-methyl-2-(methylsulfonyl)-4-[2-oxo-4-(4-{[trans-4-(tetrahydro-2H-pyran-2-yloxy)cyclohexyl]methoxy}phenyl)pyridin-1 (2H)-yl]-N-(tetrahydro-2H-pyran-2-yloxy)butanamide (480 mg, 0.726 mmol) by a procedure analogous to that described for (2R)—N-hydroxy-4-[4-{4-[(cis-4-hydroxycyclohexyl)methoxy]phenyl}-2-oxopyridin-1(2H)-yl]-2-methyl-2-(methylsulfonyl)butanamide Example 8, Step F. LCMS m/z 493.7 (M+1)1H NMR (400 MHz, DMSO-d6) δ ppm 0.92-1.23 (... The reactants are C(=O)(C(F)(F)F)O (TFA), FC=1C=C(C=CC1OC1=C2C(=NC=C1)C=C(S2)C=2CN(CCC2)C)NC(OC(C)(C)C)=O (tert-butyl 3-fluoro-4-(2-(1-methyl-1,2,5,6-tetrahydropyridin-3-yl)thieno[3,2-b]pyridin-7-yloxy)phenylcarbamate). Run at time 1 hour. Yields the product FC=1C=C(N)C=CC1OC1=C2C(=NC=C1)C=C(S2)C=2CCN(CC2)C (3-Fluoro-4-(2-(1-methyl-1,2,3,6-tetrahydropyridin-4-yl)thieno[3,2-b]pyridin-7-yloxy)aniline). Yield: 48.0%. Reaction SMILES: [C:1](O)([C:3](F)(F)F)=O.[F:8][C:9]1[CH:10]=[C:11]([NH:32]C(=O)OC(C)(C)C)[CH:12]=[CH:13][C:14]=1[O:15][C:16]1[CH:21]=[CH:20][N:19]=[C:18]2[CH:22]=[C:23](C3CN(C)CCC=3)[S:24][C:17]=12>>[F:8][C:9]1[CH:10]=[C:11]([CH:12]=[CH:13][C:14]=1[O:15][C:16]1[CH:21]=[CH:20][N:19]=[C:18]2[CH:22]=[C:23]([C:16]3[CH2:17][CH2:18][N:19]([CH3:20])[CH2:1][CH:3]=3)[S:24][C:17]=12)[NH2:32]. Procedure: TFA (1 mL) was added to tert-butyl 3-fluoro-4-(2-(1-methyl-1,2,5,6-tetrahydropyridin-3-yl)thieno[3,2-b]pyridin-7-yloxy)phenylcarbamate (229) (105 mg, 0.23 mmol) and the mixture was stirred for 1 h at room temperature. The solution was concentrated under reduced pressure, the residue co-distilled with MeCN, redissolved in MeOH and purified by preparative HPLC (gradient 40% to 95% MeOH in water, 45 min) giving 230 (50 mg, 0.1 mmol, 48% yield) as a white solid. MS (m/z): (M+1) 356.1 (100%). Reactants: COC1=C(CNC=2C3=C(N=CN2)N(C=C3)[C@@H]3O[C@@H]([C@@H]2[C@H]3OC(O2)(C)C)CN(CCCN2C(C3=CC=CC=C3C2=O)=O)C(C)C)C=CC(=C1)OC (2-(3-((((3aR,4R,6R,6aR)-6-(4-((2,4-dimethoxybenzyl)amino)-7H-pyrrolo[2,3-d]pyrimidin-7-yl)-2,2-dimethyltetrahydrofuro[3,4-d][1,3]dioxol-4-yl)methyl)(isopropyl)amino)-propyl)isoindoline-1,3-dione), CO (methanol). Solvent: CN (methylamine). Run at time 5 minute. The product is COC1=C(CNC=2C3=C(N=CN2)N(C=C3)[C@@H]3O[C@@H]([C@@H]2[C@H]3OC(O2)(C)C)CN(CCCN)C(C)C)C=CC(=C1)OC (N1-(((3aR,4R,6R,6aR)-6-(4-((2,4-dimethoxybenzyl)amino)-7H-pyrrolo[2,3-d]pyrimidin-7-yl)-2,2-dimethyltetrahydrofuro[3,4-d][1,3]dioxol-4-yl)methyl)-N1-isopropylpropane-1,3-diamine). Reaction SMILES: [CH3:1][O:2][C:3]1[CH:48]=[C:47]([O:49][CH3:50])[CH:46]=[CH:45][C:4]=1[CH2:5][NH:6][C:7]1[C:8]2[CH:15]=[CH:14][N:13]([C@H:16]3[C@@H:20]4[O:21][C:22]([CH3:25])([CH3:24])[O:23][C@@H:19]4[C@@H:18]([CH2:26][N:27]([CH:42]([CH3:44])[CH3:43])[CH2:28][CH2:29][CH2:30][N:31]4C(=O)C5C(=CC=CC=5)C4=O)[O:17]3)[C:9]=2[N:10]=[CH:11][N:12]=1.CO>CN>[CH3:1][O:2][C:3]1[CH:48]=[C:47]([O:49][CH3:50])[CH:46]=[CH:45][C:4]=1[CH2:5][NH:6][C:7]1[C:8]2[CH:15]=[CH:14][N:13]([C@H:16]3[C@@H:20]4[O:21][C:22]([CH3:24])([CH3:25])[O:23][C@@H:19]4[C@@H:18]([CH2:26][N:27]([CH:42]([CH3:44])[CH3:43])[CH2:28][CH2:29][CH2:30][NH2:31])[O:17]3)[C:9]=2[N:10]=[CH:11][N:12]=1. Procedure: 2-(3-((((3aR,4R,6R,6aR)-6-(4-((2,4-dimethoxybenzyl)amino)-7H-pyrrolo[2,3-d]pyrimidin-7-yl)-2,2-dimethyltetrahydrofuro[3,4-d][1,3]dioxol-4-yl)methyl)(isopropyl)amino)-propyl)isoindoline-1,3-dione (1.37 g, 2.00 mmol) was dissolved in 2M methylamine in methanol (30 mL, 60 mmol). The solution was stirred at room temperature for 5 minutes then heated at 55-60° C. After 1 h, the SM was consumed by HPLC. The reaction mixture was cooled to room temperature and concentrated in vacuo. The resultant tan oi... Reactants: compound 3-A, FC1=CC=C(C=O)C=C1 (4-fluorobenzaldehyde), Cl.C(C(C)C)ON (O-isobutyl-hydroxylamine hydrochloride). Product: C(C(C)C)ON=CC1=CC=C(C=C1)F (4-Fluorobenzaldehyde O-isobutyloxime), silica gel. Yield: 77.0%. As a reaction SMILES: [F:1][C:2]1[CH:9]=[CH:8][C:5]([CH:6]=O)=[CH:4][CH:3]=1.Cl.[CH2:11]([O:15][NH2:16])[CH:12]([CH3:14])[CH3:13]>>[CH2:11]([O:15][N:16]=[CH:6][C:5]1[CH:8]=[CH:9][C:2]([F:1])=[CH:3][CH:4]=1)[CH:12]([CH3:14])[CH3:13] |f:1.2|. Procedure: Reaction of 4-fluorobenzaldehyde with O-isobutyl-hydroxylamine hydrochloride as described in the preparation of compound 3-A gave the title oxime ether as a clear oil after chromatography on silica gel (elution toluene-ethyl acetate 95:5), (77% yield). 1HNMR 400 MHz (CDCl3) δ (ppm): 0.98 (6H, d, J=6.5 Hz, CH3), 2.07 (1H, m, CH), 3.95 (2H, d, J=7.18 Hz, OCH2), 7.08 (2H, m, aromatics), 7.59 (2H, m, aromatics), 8.08 (1H, s, CH). Anal. calcd for C11H14FNO: C, 67.67; H, 7.22; N, 7.17. Found: C, 67.71... Starting materials: BrCCc1ccccc1, [Li]C(C)(C)C, CCOCC, Clc1ccnc(Cl)n1. Yields the product Clc1cc(CCc2ccccc2)nc(Cl)n1. RXN SMILES: [Br:1][CH2:2][CH2:3][c:4]1[cH:5][cH:6][cH:7][cH:8][cH:9]1.[C:10]([Li:11])([CH3:12])([CH3:13])[CH3:14].[CH2:23]([O:24][CH2:25][CH3:26])[CH3:27].[Cl:15][c:16]1[n:17][cH:18][cH:19][c:20]([Cl:22])[n:21]1>>[CH2:2]([CH2:3][c:4]1[cH:5][cH:6][cH:7][cH:8][cH:9]1)[c:18]1[n:17][c:16]([Cl:15])[n:21][c:20]([Cl:22])[cH:19]1. The reactants are ClC1=NC=CC(=C1)C#CC=1N=C(NC1)C (2-chloro-4-(2-methyl-1H-imidazol-4-ylethynyl)-pyridine), FC1=C(C=CC(=C1)F)B(O)O (2,4-difluorobenzene boronic acid). The product is ClC1=NC=CC(=C1)C#CC=1N=C(N(C1)C1=C(C=C(C=C1)F)F)C (2-Chloro-4-[1-(2,4-difluoro-phenyl)-2-methyl-1H-imidazol-4-ylethynyl]-pyridine). As a reaction SMILES: [Cl:1][C:2]1[CH:7]=[C:6]([C:8]#[C:9][C:10]2[N:11]=[C:12]([CH3:15])[NH:13][CH:14]=2)[CH:5]=[CH:4][N:3]=1.[F:16][C:17]1[CH:22]=[C:21]([F:23])[CH:20]=[CH:19][C:18]=1B(O)O>>[Cl:1][C:2]1[CH:7]=[C:6]([C:8]#[C:9][C:10]2[N:11]=[C:12]([CH3:15])[N:13]([C:20]3[CH:19]=[CH:18][C:17]([F:16])=[CH:22][C:21]=3[F:23])[CH:14]=2)[CH:5]=[CH:4][N:3]=1. Procedure: The title compound, MS: m/e=330.4 (M+H+), was prepared in accordance with the general method of example 7 from 2-chloro-4-(2-methyl-1H-imidazol-4-ylethynyl)-pyridine and 2,4-difluorobenzene boronic acid.